This data is from the Open Reaction Database (ORD), a public repository of structured organic reaction records. The task is: describe an organic reaction: reactants, conditions, products, and yield RXN SMILES: [C:19]([Si:20]([CH3:21])([CH3:22])[O:24][c:25]1[c:26]([CH3:52])[c:27]2[c:32]([c:33]([CH3:36])[c:34]1[CH3:35])[O:31][C:30]([CH3:37])([CH2:38][CH2:39][CH2:40][CH2:41][CH2:42][CH2:43][CH2:44][CH2:45][CH2:46][n:47]1[n:48][n:49][cH:50][cH:51]1)[CH2:29][CH2:28]2)([CH3:23])([CH3:53])[CH3:54].[CH2:55]1[O:56][CH2:57][CH2:58][CH2:59]1.[CH3:2][CH2:3][CH2:4][CH2:5][N+:6]([CH2:7][CH2:8][CH2:9][CH3:10])([CH2:11][CH2:12][CH2:13][CH3:14])[CH2:15][CH2:16][CH2:17][CH3:18].[F-:1]>>[OH:24][c:25]1[c:26]([CH3:52])[c:27]2[c:32]([c:33]([CH3:36])[c:34]1[CH3:35])[O:31][C:30]([CH3:37])([CH2:38][CH2:39][CH2:40][CH2:41][CH2:42][CH2:43][CH2:44][CH2:45][CH2:46][n:47]1[n:48][n:49][cH:50][cH:51]1)[CH2:29][CH2:28]2. Product: Cc1c(C)c2c(c(C)c1O)CCC(C)(CCCCCCCCCn1ccnn1)O2. The reactants are Cc1c(C)c2c(c(C)c1O[Si](C)(C)C(C)(C)C)CCC(C)(CCCCCCCCCn1ccnn1)O2, C1CCOC1, CCCC[N+](CCCC)(CCCC)CCCC, [F-]. Starting materials: O=C(O)CCC(CF)NCC(=O)O, Cl. The product is NC(CF)CCC(=O)O. RXN SMILES: [C:1]([CH2:2][NH:5][CH:6]([CH2:7][CH2:8][C:9](=[O:10])[OH:11])[CH2:12][F:13])([OH:3])=[O:4].[ClH:14]>>[NH2:5][CH:6]([CH2:7][CH2:8][C:9](=[O:10])[OH:11])[CH2:12][F:13]. Reactants: CC(=O)OC(C)=O, CCOC(C)=O, CC(=O)O, CC(N)C(=O)O. Product: CC(=O)NC(C)C(=O)O. Reaction SMILES: [CH3:11][C:12]([O:13][C:14](=[O:15])[CH3:16])=[O:17].[CH3:18][CH2:19][O:20][C:21](=[O:22])[CH3:23].[CH3:7][C:8]([OH:9])=[O:10].[NH2:1][CH:2]([CH3:3])[C:4](=[O:5])[OH:6]>>[NH:1]([CH:2]([CH3:3])[C:4](=[O:5])[OH:6])[C:8]([CH3:7])=[O:9]. Starting materials: ClC1=CC2=C(C(=CO2)COC2=C3C=C(NC3=CC=C2)C(=O)O)C=C1 (4-(6-chloro-benzofuran-3-ylmethoxy)-1H-indole-2-carboxylic acid), Cl.Cl.Cl.[C@H]1(CCCN2CCCC[C@H]12)CN1CCC(CC1)N (1-[(1S,9aR)-1-(Octahydro-quinolizin-1-yl)methyl]-piperidin-4-ylamine trihydrochloride). Product: Cl.Cl.[C@H]1(CCCN2CCCC[C@H]12)CN1CCC(CC1)NC(=O)C=1NC2=CC=CC(=C2C1)OCC1=COC2=C1C=CC(=C2)Cl (4-(6-Chloro-benzofuran-3-ylmethoxy)-1H-indole-2-carboxylic acid {1-[(1S,9aR)-1-(octahydro-quinolizin-1-yl)methyl]-piperidin-4-yl}-amide dihydrochloride). RXN SMILES: [Cl:1][C:2]1[CH:24]=[CH:23][C:5]2[C:6]([CH2:9][O:10][C:11]3[CH:19]=[CH:18][CH:17]=[C:16]4[C:12]=3[CH:13]=[C:14]([C:20](O)=[O:21])[NH:15]4)=[CH:7][O:8][C:4]=2[CH:3]=1.[ClH:25].Cl.Cl.[C@H:28]1([CH2:38][N:39]2[CH2:44][CH2:43][CH:42]([NH2:45])[CH2:41][CH2:40]2)[C@@H:37]2[N:32]([CH2:33][CH2:34][CH2:35][CH2:36]2)[CH2:31][CH2:30][CH2:29]1>>[ClH:1].[ClH:25].[C@H:28]1([CH2:38][N:39]2[CH2:44][CH2:43][CH:42]([NH:45][C:20]([C:14]3[NH:15][C:16]4[C:12]([CH:13]=3)=[C:11]([O:10][CH2:9][C:6]3[C:5]5[CH:23]=[CH:24][C:2]([Cl:1])=[CH:3][C:4]=5[O:8][CH:7]=3)[CH:19]=[CH:18][CH:17]=4)=[O:21])[CH2:41][CH2:40]2)[C@@H:37]2[N:32]([CH2:33][CH2:34][CH2:35][CH2:36]2)[CH2:31][CH2:30][CH2:29]1 |f:1.2.3.4,5.6.7|. Reported procedure: This compound is synthesized from 4-(6-chloro-benzofuran-3-ylmethoxy)-1H-indole-2-carboxylic acid (117) (preparation see below) and amine 61 analogously to the method described in example 1.